This data is from the Open Reaction Database (ORD), a public repository of structured organic reaction records. The task is: describe an organic reaction: reactants, conditions, products, and yield Starting materials: CC(C)(C)[O-], FC(F)(F)Oc1ccc(CBr)cc1, [I-], [K+], [Na+], CN(C)C=O, COC(=O)c1ccc2c(c1)ncn2-c1ccc(O)cc1. Product: COC(=O)c1ccc2c(c1)ncn2-c1ccc(OCc2ccc(OC(F)(F)F)cc2)cc1. Reaction SMILES: [CH3:21][C:22]([CH3:23])([O-:24])[CH3:25].[F:29][C:30]([O:31][c:32]1[cH:33][cH:34][c:35]([CH2:36][Br:37])[cH:38][cH:39]1)([F:40])[F:41].[I-:27].[K+:26].[Na+:28].[O:42]=[CH:43][N:44]([CH3:45])[CH3:46].[OH:1][c:2]1[cH:3][cH:4][c:5](-[n:8]2[cH:9][n:10][c:11]3[c:12]2[cH:13][cH:14][c:15]([C:17](=[O:18])[O:19][CH3:20])[cH:16]3)[cH:6][cH:7]1>>[O:1]([c:2]1[cH:3][cH:4][c:5](-[n:8]2[cH:9][n:10][c:11]3[c:12]2[cH:13][cH:14][c:15]([C:17](=[O:18])[O:19][CH3:20])[cH:16]3)[cH:6][cH:7]1)[CH2:36][c:35]1[cH:34][cH:33][c:32]([O:31][C:30]([F:29])([F:40])[F:41])[cH:39][cH:38]1. Reactants: CC(C)(CCCC(=C)C=C)O (myrcenol), C(C)(=O)[O-].[Na+] (sodium acetate), mercuric acetate, C(=C)OCCCC (n-butyl vinyl ether), mercuric acetate. RXN SMILES: [CH3:1][C:2](O)([CH2:4][CH2:5][CH2:6][C:7]([CH:9]=[CH2:10])=[CH2:8])[CH3:3].[CH:12]([O:14]CCCC)=[CH2:13].C([O-])(=O)C.[Na+]>>[CH3:1][C:2](=[CH:4][CH2:5][CH2:6][C:7]([CH:9]=[CH2:10])=[CH2:8])[CH2:3][CH2:13][CH:12]=[O:14] |f:2.3|. Procedure: A mixture of 50 g. of sec.-myrcenol (prepared according to the method described in paragraph b) above), 300 g. of n-butyl vinyl ether, 1 g. of mercuric acetate and 10 g. of sodium acetate were refluxed for 40 hours (120°) under nitrogen. During this heating period 1 g. of additional mercuric acetate was added every 6 hours. The laboratory vessel was connected to a downward directed condenser, and the excess of n-butyl vinyl ether was distilled under ordinary pressure. The residue was distilled u... The yield is 75.0%. The product is CC(CCC=O)=CCCC(=C)C=C (4-methyl-8-vinyl-4,8-nonadienal). As a reaction SMILES: [Cl:1][C:2]1[C:7]([CH3:8])=[CH:6][C:5](/[CH:9]=[N:10]/[S@@:11]([C:13]([CH3:16])([CH3:15])[CH3:14])=[O:12])=[CH:4][C:3]=1[CH3:17].[CH2:18]1[CH2:22]OC[CH2:19]1>>[Cl:1][C:2]1[C:3]([CH3:17])=[CH:4][C:5]([C@H:9]([NH:10][S@@:11]([C:13]([CH3:14])([CH3:16])[CH3:15])=[O:12])[CH:18]([CH3:22])[CH3:19])=[CH:6][C:7]=1[CH3:8]. The reactants are imine, ClC1=C(C=C(C=C1C)\C=N\[S@](=O)C(C)(C)C)C ((R)-2-Methyl-propane-2-sulfinic acid 1-(4-chloro-3,5-dimethyl-phenyl)-meth-(E)-ylideneamide), C1CCOC1 (THF). Yields the product ClC1=C(C=C(C=C1C)[C@@H](C(C)C)N[S@](=O)C(C)(C)C)C ((R)-2-Methyl-propane-2-sulfinic acid [(R)-1-(4-chloro-3,5-dimethyl-phenyl)-2-methyl-propyl]-amide). Reported procedure: In a separate flask a solution of imine INT 36 (5 g, 18.4 mmol) in THF (140 mL) was cooled in a dry ice bath under argon to −78° C. At this temperature the organozincate solution from above was added dropwise over a period of about 30 minutes. Stirring was continued for another hour before the resulting mixture was first quenched carefully with 10% ammonium chloride solution (40 mL), then water (50 mL). The reaction mixture was allowed to warm up to room temperature and was then extracted with E... Reactants: [O-2].[Cd+2] (Cadmium oxide), C(CCCCCCCCCCCCCCCCC)(=O)O (stearic acid). Conditions: temperature 90 celsius. Yields the product C(CCCCCCCCCCCCCCCCC)(=O)[O-].[Cd+2].C(CCCCCCCCCCCCCCCCC)(=O)[O-] (cadmium stearate). RXN SMILES: [O-2].[Cd+2:2].[C:3]([OH:22])(=[O:21])[CH2:4][CH2:5][CH2:6][CH2:7][CH2:8][CH2:9][CH2:10][CH2:11][CH2:12][CH2:13][CH2:14][CH2:15][CH2:16][CH2:17][CH2:18][CH2:19][CH3:20]>>[C:3]([O-:22])(=[O:21])[CH2:4][CH2:5][CH2:6][CH2:7][CH2:8][CH2:9][CH2:10][CH2:11][CH2:12][CH2:13][CH2:14][CH2:15][CH2:16][CH2:17][CH2:18][CH2:19][CH3:20].[Cd+2:2].[C:3]([O-:22])(=[O:21])[CH2:4][CH2:5][CH2:6][CH2:7][CH2:8][CH2:9][CH2:10][CH2:11][CH2:12][CH2:13][CH2:14][CH2:15][CH2:16][CH2:17][CH2:18][CH2:19][CH3:20] |f:0.1,3.4.5|. Procedure: Cadmium oxide (0.127 g, 1 mmol) and stearic acid (0.500 g) were reacted at 220° C. for 10 min, cooled to 90° C., then a cadmium stearate (precursor) was formed. Into said system, toluene (10 ml), trioctylphosphine oxide (3.866 g) and trioctylphosphine (3.7 g) were added. Then a 0.05M aqueous solution of sodium sulfide (10 ml) was added. After the system was reacted at 90° C. for 3 h, a clear yellow sol containing CdS nanoparticles was obtained. Said sol has the typical excition absorption peak, ... The reactants are [OH-].[Na+] (NaOH), 21h, [Cl-].[Na+] (sodium chloride), C(C)(=O)O (acetic acid), N1=CC=CC=2CCC=CC12 (5,6-dihydroquinoline), NC1=CC=CC=C1 (aniline). Run in O (water), CO (methanol). The product is C1(=CC=CC=C1)NC1CCC=2C=CC=NC2C1 (5,6,7,8-Tetrahydro-7-(phenylamino)quinoline). The yield is 66.9%. As a reaction SMILES: C(O)(=O)C.[N:5]1[C:14]2[CH:13]=[CH:12][CH2:11][CH2:10][C:9]=2[CH:8]=[CH:7][CH:6]=1.[NH2:15][C:16]1[CH:21]=[CH:20][CH:19]=[CH:18][CH:17]=1.[Cl-].[Na+].[OH-].[Na+]>CO.O>[C:16]1([NH:15][CH:12]2[CH2:13][C:14]3[N:5]=[CH:6][CH:7]=[CH:8][C:9]=3[CH2:10][CH2:11]2)[CH:21]=[CH:20][CH:19]=[CH:18][CH:17]=1 |f:3.4,5.6|. Reported procedure: Glacial acetic acid (1.2 ml, 20 mmol) was added dropwise to a stirred solution of 5,6-dihydroquinoline (1.31 g, 10 mmol) and aniline (1.86 g, 20 mmol) in methanol (4 ml). The solution was heated under reflux for 21h, cooled to room temperature, poured onto a mixture of saturated aqueous sodium chloride (25 ml) and water (25 ml), and the mixture was basified with 10N-NaOH and extracted with ether (3×25 ml). The extracts were concentrated in vacuo to give a dark orange oil which was chromatographe... Reactants: CC(=O)c1c(C(C)C)n(Cc2ccccc2)c2ccc(O)cc12, CCO, O=Cc1ccc(F)c(F)c1, [Na+], [OH-]. Yields the product CC(C)c1c(C(=O)C=Cc2ccc(F)c(F)c2)c2cc(O)ccc2n1Cc1ccccc1. RXN SMILES: [CH2:1]([c:2]1[cH:3][cH:4][cH:5][cH:6][cH:7]1)[n:8]1[c:9]([CH:21]([CH3:22])[CH3:23])[c:10]([C:18]([CH3:19])=[O:20])[c:11]2[cH:12][c:13]([OH:17])[cH:14][cH:15][c:16]12.[CH3:34][CH2:35][OH:36].[F:24][c:25]1[cH:26][c:27]([CH:28]=[O:29])[cH:30][cH:31][c:32]1[F:33].[Na+:38].[OH-:37]>>[CH2:1]([c:2]1[cH:3][cH:4][cH:5][cH:6][cH:7]1)[n:8]1[c:9]([CH:21]([CH3:22])[CH3:23])[c:10]([C:18]([CH:19]=[CH:28][c:27]2[cH:26][c:25]([F:24])[c:32]([F:33])[cH:31][cH:30]2)=[O:20])[c:11]2[cH:12][c:13]([OH:17])[cH:14][cH:15][c:16]12.